The task is: describe an organic reaction: reactants, conditions, products, and yield. This data is from the Open Reaction Database (ORD), a public repository of structured organic reaction records. Starting materials: ClC1=NC=C(C=C1)C1=CC=CC=C1 (2-chloro-5-phenylpyridine), [Na] (sodium), N (ammonia), ferrous nitrate hexahydrate, [Cl-].[NH4+] (Ammonium chloride), N (ammonia). Run in C(C)OCC (diethyl ether). The product is NC1=NC=C(C=C1)C1=CC=CC=C1 (2-amino-5-phenylpyridine). Isolated yield 36.0%. As a reaction SMILES: Cl[C:2]1[CH:7]=[CH:6][C:5]([C:8]2[CH:13]=[CH:12][CH:11]=[CH:10][CH:9]=2)=[CH:4][N:3]=1.[Na].[NH3:15].[Cl-].[NH4+]>C(OCC)C>[NH2:15][C:2]1[CH:7]=[CH:6][C:5]([C:8]2[CH:13]=[CH:12][CH:11]=[CH:10][CH:9]=2)=[CH:4][N:3]=1 |f:3.4,^1:13|. Procedure details: A solution of 2-chloro-5-phenylpyridine (4.0 g., 0.021 mole) in dry diethyl ether (160 ml.) was added dropwise to a solution of sodium (3.39 g., 0.15 g-atom) in liquid ammonia (160 ml.) containing ferrous nitrate hexahydrate (0.095 g.). The resulting suspension was allowed to reflux for 4 hours. Ammonium chloride was added and the ammonia allowed to evaporate. The residue was treated with 5% aqueous sodium hydroxide (5 ml.). The mixture was filtered. The aqueous layer was extracted with ether (2... Starting materials: CON=CC1=C(C=CC=C1)OC(C)C (2-isopropoxy-benzaldehyde O-methyloxime), C(#N)[BH3-].[Na+] (sodium cyanoborohydride), compound 3-B. Yields the product C(C)(C)OC1=C(CNOC)C=CC=C1 (N-(2-Isopropoxy-benzyl)-O-methyl-hydroxylamine), silica gel. Isolated yield 83.0%. As a reaction SMILES: [CH3:1][O:2][N:3]=[CH:4][C:5]1[CH:10]=[CH:9][CH:8]=[CH:7][C:6]=1[O:11][CH:12]([CH3:14])[CH3:13].C([BH3-])#N.[Na+]>>[CH:12]([O:11][C:6]1[CH:7]=[CH:8][CH:9]=[CH:10][C:5]=1[CH2:4][NH:3][O:2][CH3:1])([CH3:14])[CH3:13] |f:1.2|. Procedure: Reduction of 2-isopropoxy-benzaldehyde O-methyloxime with sodium cyanoborohydride as described in the preparation of compound 3-B gave the title hydroxylamine as a clear oil after chromatography on silica gel (elution hexane-ethyl acetate 8:2) (83% yield). 1HNMR 400 MHz (CDCl3) δ (ppm): 1.35 (6H, d, J=6.1 Hz, CH3), 3.56 (3H, s, OCH3), 4.07 (2H, broad s, NCH2), 4.59 (1H, m, CH), 6.08 (1H, broad s, NH), 6.86-6.91 (2H, m, aromatics), 7.20-7.24 (2H, m, aromatics). The hydrochloride salt was obtained... Starting materials: BrC1=CC=C(C=C1)CC(C)=O (1-(4-Bromophenyl)propan-2-one), [BH-](OC(=O)C)(OC(=O)C)OC(=O)C.[Na+] (NaBH(OAc)3), C(C)(=O)O (acetic acid), N1CCOCC1 (morpholine). Solvent: C(Cl)(Cl)Cl (CHCl3). Run at time 8 hour. Product: BrC1=CC=C(C=C1)CC(C)N1CCOCC1 (4-[1-(4-Bromophenyl)propan-2-yl]morpholine). Reaction SMILES: [Br:1][C:2]1[CH:7]=[CH:6][C:5]([CH2:8][C:9](=O)[CH3:10])=[CH:4][CH:3]=1.[NH:12]1[CH2:17][CH2:16][O:15][CH2:14][CH2:13]1.[BH-](OC(C)=O)(OC(C)=O)OC(C)=O.[Na+].C(O)(=O)C>C(Cl)(Cl)Cl>[Br:1][C:2]1[CH:7]=[CH:6][C:5]([CH2:8][CH:9]([N:12]2[CH2:17][CH2:16][O:15][CH2:14][CH2:13]2)[CH3:10])=[CH:4][CH:3]=1 |f:2.3|. Procedure details: 1-(4-Bromophenyl)propan-2-one (2.03 g) was dissolved in CHCl3 (40 mL), and morpholine (1.24 mL) was added thereto, followed by stirring at room temperature overnight and then at 60° C. for 4 hours. NaBH(OAc)3 (4.03 g) and acetic acid (1.1 mL) were sequentially added thereto, followed by stirring overnight. The reaction was terminated by addition of water, and the reaction solution was separated between CHCl3 and a saturated aqueous NaHCO3 solution. The residue was purified by silica gel column c... The reactants are FC1=NC=C(C2=C1N=CN2[C@@H]2C[C@@H]([C@H]1OC(O[C@H]12)(C)C)C)F (4,7-difluoro-1-((3 aS,4R,6S,6aR)-2,2,6-trimethyltetrahydro-3aH-cyclopenta[d][1,3]dioxol-4-yl)-1H-imidazo[4,5-c]pyridine), FC1=NC=C(C2=C1N(C=N2)[C@@H]2C[C@@H]([C@H]1OC(O[C@H]12)(C)C)C)F (4,7-difluoro-3-((3aS,4R,6S,6aR)-2,2,6-trimethyltetrahydro-3aH-cyclopenta[d][1,3]dioxol-4-yl)-3H-imidazo[4,5-c]pyridine). Run in N (ammonia). Reaction conditions: temperature 100 celsius. The product is FC=1C2=C(C(=NC1)N)N=CN2[C@@H]2C[C@@H]([C@H]1OC(O[C@H]12)(C)C)C (7-fluoro-1-((3aS,4R,6S,6aR)-2,2,6-trimethyltetrahydro-3aH-cyclopenta[d][1,3]dioxol-4-yl)-1H-imidazo[4,5-c]pyridin-4-amine), FC=1C2=C(C(=NC1)N)N(C=N2)[C@@H]2C[C@@H]([C@H]1OC(O[C@H]12)(C)C)C (7-fluoro-3-((3aS,4R,6S,6aR)-2,2,6-trimethyltetrahydro-3aH-cyclopenta[d][1,3]dioxol-4-yl)-3H-imidazo[4,5-c]pyridin-4-amine). As a reaction SMILES: F[C:2]1[C:7]2[N:8]=[CH:9][N:10]([C@H:11]3[C@H:18]4[C@H:14]([O:15][C:16]([CH3:20])([CH3:19])[O:17]4)[C@@H:13]([CH3:21])[CH2:12]3)[C:6]=2[C:5]([F:22])=[CH:4][N:3]=1.F[C:24]1[C:29]2[N:30]([C@H:33]3[C@H:40]4[C@H:36]([O:37][C:38]([CH3:42])([CH3:41])[O:39]4)[C@@H:35]([CH3:43])[CH2:34]3)[CH:31]=[N:32][C:28]=2[C:27]([F:44])=[CH:26][N:25]=1>N>[F:22][C:5]1[C:6]2[N:10]([C@H:11]3[C@H:18]4[C@H:14]([O:15][C:16]([CH3:20])([CH3:19])[O:17]4)[C@@H:13]([CH3:21])[CH2:12]3)[CH:9]=[N:8][C:7]=2[C:2]([NH2:25])=[N:3][CH:4]=1.[F:44][C:27]1[C:28]2[N:32]=[CH:31][N:30]([C@H:33]3[C@H:40]4[C@H:36]([O:37][C:38]([CH3:42])([CH3:41])[O:39]4)[C@@H:35]([CH3:43])[CH2:34]3)[C:29]=2[C:24]([NH2:3])=[N:25][CH:26]=1. Procedure: Liquid ammonia (150 mL) was added to a mixture of 4,7-difluoro-1-((3aS,4R,6S,6aR)-2,2,6-trimethyltetrahydro-3aH-cyclopenta[d][1,3]dioxol-4-yl)-1H-imidazo[4,5-c]pyridine (6-3) (180 mg, 0.6 mmol, 1 equiv) and 4,7-difluoro-3-((3aS,4R,6S,6aR)-2,2,6-trimethyltetrahydro-3aH-cyclopenta[d][1,3]dioxol-4-yl)-3H-imidazo[4,5-c]pyridine (6-4) (180 mg, 0.6 mmol, 1 equiv). The resulting solution was heated in a high pressure vessel to 100° C. for 2 days. The mixture was then concentrated and purified by flash ... The reactants are C(C1=CC=CC=C1)[C@@H]([C@H](C[C@@H](C)C(NCCC(C)(C)C)=O)O)NC(C1=CC(=CC(=C1)C1=CC=CC=C1)N1C(CCC1)=O)=O (N-[(1S,2S,4R)-1-Benzyl-4-(3,3-dimethylbutylcarbamoyl)-2-hydroxypentyl]-3-(2-oxopyrrolidin-1-yl)-5-phenylbenzamide), COCCCCOC=1C=C(C(=O)O)C=C(C1)N1C(CCC1)=O (3-(4-Methoxybutoxy)-5-(2-oxopyrrolidin-1-yl)benzoic acid), C12C(CC(CC1)C2)NC([C@@H](C[C@@H]([C@H](CC2=CC=CC=C2)N)O)C)=O ((2R,4S,5S)-5-Amino-4-hydroxy-2-methyl-6-phenylhexanoic acid (bicyclo[2.2.1]hept-2-yl)amide). Yields the product C(C1=CC=CC=C1)[C@@H]([C@H](C[C@@H](C)C(NC1C2CCC(C1)C2)=O)O)NC(C2=CC(=CC(=C2)N2C(CCC2)=O)OCCCCOC)=O (N-[(1S,2S,4R)-1-Benzyl-4-(bicyclo[2.2.1]hept-2-ylcarbamoyl)-2-hydroxypentyl]-3-(4-methoxybutoxy)-5-(2-oxopyrrolidin-1-yl)benzamide). As a reaction SMILES: C([C@H](NC(=O)C1C=C(C2C=CC=CC=2)C=C(N2CCCC2=O)C=1)[C@@H](O)C[C@H](C(=O)NCCC(C)(C)C)C)C1C=CC=CC=1.[CH3:44][O:45][CH2:46][CH2:47][CH2:48][CH2:49][O:50][C:51]1[CH:52]=[C:53]([CH:57]=[C:58]([N:60]2[CH2:64][CH2:63][CH2:62][C:61]2=[O:65])[CH:59]=1)[C:54]([OH:56])=O.[CH:66]12[CH2:72][CH:69]([CH2:70][CH2:71]1)[CH2:68][CH:67]2[NH:73][C:74](=[O:89])[C@H:75]([CH3:88])[CH2:76][C@H:77]([OH:87])[C@@H:78]([NH2:86])[CH2:79][C:80]1[CH:85]=[CH:84][CH:83]=[CH:82][CH:81]=1>>[CH2:79]([C@H:78]([NH:86][C:54](=[O:56])[C:53]1[CH:57]=[C:58]([N:60]2[CH2:64][CH2:63][CH2:62][C:61]2=[O:65])[CH:59]=[C:51]([O:50][CH2:49][CH2:48][CH2:47][CH2:46][O:45][CH3:44])[CH:52]=1)[C@@H:77]([OH:87])[CH2:76][C@H:75]([C:74](=[O:89])[NH:73][CH:67]1[CH2:68][CH:69]2[CH2:72][CH:66]1[CH2:71][CH2:70]2)[CH3:88])[C:80]1[CH:81]=[CH:82][CH:83]=[CH:84][CH:85]=1. Procedure details: Prepared in an analogous manner to E6 from 3-(4-methoxybutoxy)-5-(2-oxopyrrolidin-1-yl)benzoic acid (D59) and (2R,4S,5S)-5-amino-4-hydroxy-2-methyl-6-phenylhexanoic acid (bicyclo[2.2.1]hept-2-yl)amide (D29). The product is CC(CN[C@H]1C[C@H](CN(C1)C(=O)OC(C)(C)C)C(=O)OC)C (1-tert-butyl 3-methyl (3R,5S)-5-[(2-methylpropyl)amino]piperidine-1,3-dicarboxylate). Reported procedure: 1-tert-Butyl 3-methyl (3R,5S)-5-aminopiperidine-1,3-dicarboxylate (1.83 g), isobutyraldehyde (0.78 ml) and acetic acid (0.49 ml) were dissolved in methanol (50 ml), and the mixture was stirred at room temperature for 30 min. Sodium triacetoxyborohydride (3.80 g) was added to the reaction mixture, and the mixture was stirred at room temperature for 7 hr. The reaction mixture was concentrated under reduced pressure, the concentrate was basified with aqueous sodium bicarbonate, and extracted with e... Reactants: C(C)(=O)O[BH-](OC(C)=O)OC(C)=O.[Na+] (Sodium triacetoxyborohydride), N[C@H]1C[C@H](CN(C1)C(=O)OC(C)(C)C)C(=O)OC (1-tert-Butyl 3-methyl (3R,5S)-5-aminopiperidine-1,3-dicarboxylate), C(C(C)C)=O (isobutyraldehyde), C(C)(=O)O (acetic acid). Reaction SMILES: [NH2:1][C@@H:2]1[CH2:7][N:6]([C:8]([O:10][C:11]([CH3:14])([CH3:13])[CH3:12])=[O:9])[CH2:5][C@H:4]([C:15]([O:17][CH3:18])=[O:16])[CH2:3]1.[CH:19](=O)[CH:20]([CH3:22])[CH3:21].C(O)(=O)C.C(O[BH-](OC(=O)C)OC(=O)C)(=O)C.[Na+]>CO>[CH3:19][CH:20]([CH3:22])[CH2:21][NH:1][C@@H:2]1[CH2:7][N:6]([C:8]([O:10][C:11]([CH3:12])([CH3:13])[CH3:14])=[O:9])[CH2:5][C@H:4]([C:15]([O:17][CH3:18])=[O:16])[CH2:3]1 |f:3.4|. Run at time 30 minute. Solvent: CO (methanol). Product: COC(=O)CCCCCCCCCCN=[N+]=[N-]. Reactants: COC(=O)CCCCCCCCCCBr, CS(C)=O, [N-]=[N+]=[N-], [Na+], O. Reaction SMILES: [Br:1][CH2:2][CH2:3][CH2:4][CH2:5][CH2:6][CH2:7][CH2:8][CH2:9][CH2:10][CH2:11][C:12](=[O:13])[O:14][CH3:15].[CH3:21][S:22]([CH3:23])=[O:24].[N-:17]=[N+:18]=[N-:19].[Na+:16].[OH2:20]>>[CH2:2]([CH2:3][CH2:4][CH2:5][CH2:6][CH2:7][CH2:8][CH2:9][CH2:10][CH2:11][C:12](=[O:13])[O:14][CH3:15])[N:17]=[N+:18]=[N-:19].